Dataset: the Open Reaction Database (ORD), a public repository of structured organic reaction records. Task: describe an organic reaction: reactants, conditions, products, and yield Procedure: A solution of tert-butyl (1S,2R)-2-aminocyclohexylcarbamate (0.30 M in NMP, 1.00 mL, 0.300 mmol) in NMP (11 mL) was added to 2-(1H-benzo[d][1,2,3]triazol-1-yloxy)-4-(3-fluoro-4-(1H-imidazol-1-yl)phenylamino)pyrimidine-5-carboxamide (57 mg, 0.13 mmol). DIEA (0.100 mL, 0.57 mmol) was also added. The mixture was stirred at 90 C for 1 h. After being cooled to room temperature, water and EtOAc were added. The organic phase was separated, washed with 5% NaHCO3, dried over Na2SO4, concentrated in vacuo... The yield is 43.1%. Reaction conditions: time 1 hour. RXN SMILES: [NH2:1][C@@H:2]1[CH2:7][CH2:6][CH2:5][CH2:4][C@@H:3]1[NH:8][C:9](=O)OC(C)(C)C.N1(OC2[N:31]=[C:30]([NH:32][C:33]3[CH:38]=[CH:37][C:36]([N:39]4[CH:43]=[CH:42][N:41]=[CH:40]4)=[C:35]([F:44])[CH:34]=3)[C:29]([C:45]([NH2:47])=[O:46])=[CH:28][N:27]=2)C2C=CC=CC=2N=N1.CCN(C(C)C)C(C)C.O>CN1C(=O)CCC1.CCOC(C)=O>[NH2:1][C@H:2]1[CH2:7][CH2:6][CH2:5][CH2:4][C@H:3]1[NH:8][C:9]1[N:31]=[C:30]([NH:32][C:33]2[CH:38]=[CH:37][C:36]([N:39]3[CH:43]=[CH:42][N:41]=[CH:40]3)=[C:35]([F:44])[CH:34]=2)[C:29]([C:45]([NH2:47])=[O:46])=[CH:28][N:27]=1. Starting materials: O (water), N[C@H]1[C@H](CCCC1)NC(OC(C)(C)C)=O (tert-butyl (1S,2R)-2-aminocyclohexylcarbamate), N1(N=NC2=C1C=CC=C2)OC2=NC=C(C(=N2)NC2=CC(=C(C=C2)N2C=NC=C2)F)C(=O)N (2-(1H-benzo[d][1,2,3]triazol-1-yloxy)-4-(3-fluoro-4-(1H-imidazol-1-yl)phenylamino)pyrimidine-5-carboxamide), CCN(C(C)C)C(C)C (DIEA). Solvent: CCOC(=O)C (EtOAc), CN1CCCC1=O (NMP). Yields the product N[C@@H]1[C@@H](CCCC1)NC1=NC=C(C(=N1)NC1=CC(=C(C=C1)N1C=NC=C1)F)C(=O)N (2-((1R,2S)-2-aminocyclohexylamino)-4-(3-fluoro-4-(1H-imidazol-1-yl)phenylamino)pyrimidine-5-carboxamide). Starting materials: CC=1C=CC(=CC1)C2=CC(=NN2C=3C=CC(=CC3)S(=O)(=O)N)C(F)(F)F (celecoxib), COCCOCCOC (diglyme). The solvent is C(C)OCC (diethyl ether), C(C)OCC (diethyl ether). Yields the product CC=1C=CC(=CC1)C2=CC(=NN2C=3C=CC(=CC3)S(=O)(=O)N)C(F)(F)F.COCCOCCOC (Celecoxib Diglyme). RXN SMILES: [CH3:1][C:2]1[CH:3]=[CH:4][C:5]([C:8]2[N:12]([C:13]3[CH:14]=[CH:15][C:16]([S:19]([NH2:22])(=[O:21])=[O:20])=[CH:17][CH:18]=3)[N:11]=[C:10]([C:23]([F:26])([F:25])[F:24])[CH:9]=2)=[CH:6][CH:7]=1.[CH3:27][O:28][CH2:29][CH2:30][O:31][CH2:32][CH2:33][O:34][CH3:35]>C(OCC)C>[CH3:1][C:2]1[CH:3]=[CH:4][C:5]([C:8]2[N:12]([C:13]3[CH:14]=[CH:15][C:16]([S:19]([NH2:22])(=[O:21])=[O:20])=[CH:17][CH:18]=3)[N:11]=[C:10]([C:23]([F:25])([F:24])[F:26])[CH:9]=2)=[CH:6][CH:7]=1.[CH3:27][O:28][CH2:29][CH2:30][O:31][CH2:32][CH2:33][O:34][CH3:35] |f:3.4|. Procedure details: To a solution of celecoxib (129.3 mg; 0.3390 mmol) in diethyl ether (5.0 mL) was added a solution of diglyme (0.100 mL; 0.698 mmol) in diethyl ether (3.0 mL). The volatiles were allowed to evaporate slowly yielding a white solid. The solid continued to crystallize as the solvent was reduced (2 mL) and subsequently cooled. The white powder was collected via filtration and air-dried. The solid was found to be a diglyme solvate of celecoxib. Starting materials: CNC1=CC=C(C(=O)O)C=C1 (p-methylamino-benzoic acid), C1=CC(=C(C=C1S(=O)(=O)O)N)O (2-aminophenol-4-sulfonic acid). Yields the product CNC1=CC=C(C=C1)C=1OC2=C(N1)C=C(C=C2)S(=O)(=O)O (2-(p-methylaminophenyl)-benzoxazole-5-sulfonic acid). RXN SMILES: [CH3:1][NH:2][C:3]1[CH:11]=[CH:10][C:6]([C:7]([OH:9])=O)=[CH:5][CH:4]=1.[CH:12]1[C:17]([S:18]([OH:21])(=[O:20])=[O:19])=[CH:16][C:15]([NH2:22])=[C:14](O)[CH:13]=1>>[CH3:1][NH:2][C:3]1[CH:4]=[CH:5][C:6]([C:7]2[O:9][C:14]3[CH:13]=[CH:12][C:17]([S:18]([OH:21])(=[O:20])=[O:19])=[CH:16][C:15]=3[N:22]=2)=[CH:10][CH:11]=1. Procedure details: In accordance with the procedure of Example 1, 8.0 g of p-methylamino-benzoic acid were reacted with 10.0 g of 2-aminophenol-4-sulfonic acid to yield 2-(p-methylaminophenyl)-benzoxazole-5-sulfonic acid, melting point 333° (with decomposition). Reactants: Example 1 ( 1 ), C1(=CC=CC=C1)C(=CC=1C=CC=2N(C3=CC=CC=C3C2C1)CC)C1=CC=CC=C1 (3-(2',2'-Diphenylvinyl)-9-ethylcarbazole), C1(=CC=CC=C1)C (toluene), CN(C)C=O (DMF), P(=O)(Cl)(Cl)Cl (phosphorus oxychloride), crude product. The reagents and catalysts are [Cl-].[Zn+2].[Cl-] (zinc chloride). The solvent is C1=CC=CC=C1.C(C)(=O)OCC (benzene ethyl acetate). The product is C1(=CC=CC=C1)C(=CC=1C=CC=2N(C3=CC=C(C=C3C2C1)C=O)CC)C1=CC=CC=C1 (3-(2',2'-diphenylvinyl)-6-formyl-9-ethylcarbazole). Yield: 29.8%. Reaction SMILES: [C:1]1([C:7]([C:24]2[CH:29]=[CH:28][CH:27]=[CH:26][CH:25]=2)=[CH:8][C:9]2[CH:10]=[CH:11][C:12]3[N:13]([CH2:22][CH3:23])[C:14]4[C:19]([C:20]=3[CH:21]=2)=[CH:18][CH:17]=[CH:16][CH:15]=4)[CH:6]=[CH:5][CH:4]=[CH:3][CH:2]=1.CN([CH:33]=[O:34])C.P(Cl)(Cl)(Cl)=O.C1(C)C=CC=CC=1>[Cl-].[Zn+2].[Cl-].C1C=CC=CC=1.C(OCC)(=O)C>[C:24]1([C:7]([C:1]2[CH:2]=[CH:3][CH:4]=[CH:5][CH:6]=2)=[CH:8][C:9]2[CH:10]=[CH:11][C:12]3[N:13]([CH2:22][CH3:23])[C:14]4[C:19]([C:20]=3[CH:21]=2)=[CH:18][C:17]([CH:33]=[O:34])=[CH:16][CH:15]=4)[CH:25]=[CH:26][CH:27]=[CH:28][CH:29]=1 |f:4.5.6,7.8|. Procedure details: 35.4 g (87.87 mmol) of 3-(2',2'-diphenylvinyl)-9-ethylcarbazole (6a), 46.2 g (631.8 mmol) of DMF, 23.9 g (175.5 mmol) of zinc chloride, 80.7 g (526.6 mmol) of phosphorus oxychloride and 354 g of toluene were allowed to react and after treated in the same manner as with Example 1 (1). The crude product was treated by silica gel column chromatography (eluent; benzene/ethyl acetate=9/1 by volume), and recrystallized from a mixed solvent of toluene and heptane (3/2 by weight), thus obtaining 10.5 g ... Reactants: C(C)(=O)C=1C=CC2=C([C@H]3[C@H](C(O2)(C)C)O3)C1 ((3R,4S)-6-acetyl-3,4-epoxy-3,4-dihydro-2,2-dimethyl-2H-1-benzopyran), A-1511187, [OH-].[NH4+] (ammonium hydroxide). Yields the product C(C)(=O)C=1C=CC2=C([C@@H]([C@H](C(O2)(C)C)O)N)C1 ((3R,4S)-6-Acetyl-4-amino-3,4-dihydro-2,2-dimethyl-3-hydroxy-2H-1-benzopyran). As a reaction SMILES: [C:1]([C:4]1[CH:5]=[CH:6][C:7]2[O:12][C:11]([CH3:14])([CH3:13])[C@@H:10]3[O:15][C@H:9]3[C:8]=2[CH:16]=1)(=[O:3])[CH3:2].[OH-].[NH4+:18]>>[C:1]([C:4]1[CH:5]=[CH:6][C:7]2[O:12][C:11]([CH3:14])([CH3:13])[C@H:10]([OH:15])[C@@H:9]([NH2:18])[C:8]=2[CH:16]=1)(=[O:3])[CH3:2] |f:1.2|. Procedure: From (3R,4S)-6-acetyl-3,4-epoxy-3,4-dihydro-2,2-dimethyl-2H-1-benzopyran (Example 1 of GB-A-1511187) by stirring in ethanolic ammonium hydroxide solution. Starting materials: aqueous solution, [OH-].[Na+] (sodium hydroxide), C(C)NC1=C(C=CC=C1)C1=CC(=C(C(=O)O)C=C1)NC(=O)C=1C=NC=C(C1)C1=CC=CC=C1 (4-(2-(ethylamino)phenyl)-2-(5-phenylpyridine-3-carboxamido)benzoic acid). Solvent: C(C)O (Ethanol). Run at time 1 hour. The product is C(C)NC1=C(C=CC=C1)C1=CC(=C(C(=O)[O-])C=C1)NC(=O)C=1C=NC=C(C1)C1=CC=CC=C1.[Na+] (sodium 4-(2-(ethylamino)phenyl)-2-(5-phenylpyridine-3-carboxamido)benzoate). RXN SMILES: [OH-].[Na+:2].[CH2:3]([NH:5][C:6]1[CH:11]=[CH:10][CH:9]=[CH:8][C:7]=1[C:12]1[CH:20]=[CH:19][C:15]([C:16]([OH:18])=[O:17])=[C:14]([NH:21][C:22]([C:24]2[CH:25]=[N:26][CH:27]=[C:28]([C:30]3[CH:35]=[CH:34][CH:33]=[CH:32][CH:31]=3)[CH:29]=2)=[O:23])[CH:13]=1)[CH3:4]>C(O)C>[CH2:3]([NH:5][C:6]1[CH:11]=[CH:10][CH:9]=[CH:8][C:7]=1[C:12]1[CH:20]=[CH:19][C:15]([C:16]([O-:18])=[O:17])=[C:14]([NH:21][C:22]([C:24]2[CH:25]=[N:26][CH:27]=[C:28]([C:30]3[CH:35]=[CH:34][CH:33]=[CH:32][CH:31]=3)[CH:29]=2)=[O:23])[CH:13]=1)[CH3:4].[Na+:2] |f:0.1,4.5|. Procedure: Ethanol (18 mL) and a 1.0 mol/L aqueous solution of sodium hydroxide (1.3 mL) were sequentially added to the obtained 4-(2-(ethylamino)phenyl)-2-(5-phenylpyridine-3-carboxamido)benzoic acid (0.60 g), followed by stirring at room temperature for 1 hour. The solvent was evaporated under reduced pressure, and a 10% aqueous solution of ethanol was added to the obtained residue. The solid substance was collected by filtration to obtain 0.57 g of sodium 4-(2-(ethylamino)phenyl)-2-(5-phenylpyridine-3-c... The reactants are C1CCOC1, CCCN(Cc1ccc(OCC(=O)OCC)c(C)c1)c1cccc(-c2ccc(C(F)(F)F)cc2)c1, CO, [Na+], [OH-]. Product: CCCN(Cc1ccc(OCC(=O)O)c(C)c1)c1cccc(-c2ccc(C(F)(F)F)cc2)c1. Reaction SMILES: [CH2:40]1[O:41][CH2:42][CH2:43][CH2:44]1.[CH3:1][c:2]1[c:3]([O:4][CH2:5][C:6](=[O:7])[O:8][CH2:9][CH3:10])[cH:11][cH:12][c:13]([CH2:15][N:16]([c:17]2[cH:18][c:19](-[c:23]3[cH:24][cH:25][c:26]([C:29]([F:30])([F:31])[F:32])[cH:27][cH:28]3)[cH:20][cH:21][cH:22]2)[CH2:33][CH2:34][CH3:35])[cH:14]1.[CH3:38][OH:39].[Na+:37].[OH-:36]>>[CH3:1][c:2]1[c:3]([O:4][CH2:5][C:6](=[O:7])[OH:8])[cH:11][cH:12][c:13]([CH2:15][N:16]([c:17]2[cH:18][c:19](-[c:23]3[cH:24][cH:25][c:26]([C:29]([F:30])([F:31])[F:32])[cH:27][cH:28]3)[cH:20][cH:21][cH:22]2)[CH2:33][CH2:34][CH3:35])[cH:14]1. Reported procedure: To a mixture of 2-(4-chloro-2-fluoro-5-hydroxyphenyl)-4,5,6,7-tetrahydro-1,2,3-benzotriazol-1-oxide (1 g), potassium carbonate (0.3 g) and dimethylformamide (5 ml), propargyl bromide (0.6 g) was added, and the resultant mixture was stirred at 70° to 80° C. for 4 hours. After cooling, water was added to the mixture, which was then extracted with ethyl acetate. The organic layer was washed with water, dried and concentrated. The residue was purified by silica gel thin layer chromatography using a ... The product is ClC1=CC(=C(C=C1OCC#C)N1N=C2C(=[N+]1[O-])CCCC2)F (2-(4-chloro-2-fluoro-5-propargyloxyphenyl)-4,5,6,7-tetrahydro-1,2,3-benzotriazol-1-oxide). Run in O (water). Reactants: ClC1=CC(=C(C=C1O)N1N=C2C(=[N+]1[O-])CCCC2)F (2-(4-chloro-2-fluoro-5-hydroxyphenyl)-4,5,6,7-tetrahydro-1,2,3-benzotriazol-1-oxide), C([O-])([O-])=O.[K+].[K+] (potassium carbonate), CN(C=O)C (dimethylformamide), C(C#C)Br (propargyl bromide), resultant mixture. Yield: 13.2%. Reaction SMILES: [Cl:1][C:2]1[C:7]([OH:8])=[CH:6][C:5]([N:9]2[N+:13]([O-:14])=[C:12]3[CH2:15][CH2:16][CH2:17][CH2:18][C:11]3=[N:10]2)=[C:4]([F:19])[CH:3]=1.C(=O)([O-])[O-].[K+].[K+].CN(C)C=O.[CH2:31](Br)[C:32]#[CH:33]>O>[Cl:1][C:2]1[C:7]([O:8][CH2:33][C:32]#[CH:31])=[CH:6][C:5]([N:9]2[N+:13]([O-:14])=[C:12]3[CH2:15][CH2:16][CH2:17][CH2:18][C:11]3=[N:10]2)=[C:4]([F:19])[CH:3]=1 |f:1.2.3|. Starting materials: N1C=C(C2=CC=CC=C12)CCC(=O)C1=CC=CC=C1 (3-(1H-indol-3-yl)-1-phenylpropan-1-one), N1C=C(C2=CC=CC=C12)CC/C(=C/C(=O)OCC)/C1=CC=CC=C1 ((Z)-ethyl 5-(1H-indol-3-yl)-3-phenylpent-2-enoate). Product: N1C=C(C2=CC=CC=C12)CC\C(=C/C(=O)OCC)\C1=CC=CC=C1 ((E)-ethyl 5-(1H-indol-3-yl)-3-phenylpent-2-enoate). RXN SMILES: N1C2C(=CC=CC=2)C(CCC(C2C=CC=CC=2)=O)=C1.[NH:20]1[C:28]2[C:23](=[CH:24][CH:25]=[CH:26][CH:27]=2)[C:22]([CH2:29][CH2:30]/[C:31](/[C:38]2[CH:43]=[CH:42][CH:41]=[CH:40][CH:39]=2)=[CH:32]/[C:33]([O:35][CH2:36][CH3:37])=[O:34])=[CH:21]1>>[NH:20]1[C:28]2[C:23](=[CH:24][CH:25]=[CH:26][CH:27]=2)[C:22]([CH2:29][CH2:30]/[C:31](/[C:38]2[CH:43]=[CH:42][CH:41]=[CH:40][CH:39]=2)=[CH:32]\[C:33]([O:35][CH2:36][CH3:37])=[O:34])=[CH:21]1. Procedure details: By a procedure similar to that of example 1.85.3, starting from 3-(1H-indol-3-yl)-1-phenylpropan-1-one, (Z)-ethyl 5-(1H-indol-3-yl)-3-phenylpent-2-enoate and (E)-ethyl 5-(1H-indol-3-yl)-3-phenylpent-2-enoate were obtained as light tan oils.